The task is: describe an organic reaction: reactants, conditions, products, and yield. This data is from the Open Reaction Database (ORD), a public repository of structured organic reaction records. Run at time 1.5 hour. The solvent is O (Water), C(C)(=O)OCC (ethyl acetate), O (water). Yields the product Cl.NCCCC1=CNC(N1[C@@H]1CC2=CC(=CC(=C2CC1)F)F)=S ((S)-5-(3-aminopropyl)-1-(5,7-difluoro-1,2,3,4-tetrahydronaphthalen-2-yl)-1,3-dihydroimidazole-2-thione hydrochloride). Procedure: A stirred mixture of (S)-5,7-difluoro-1,2,3,4-tetrahydronaphthalen-2-yl amine hydrochloride (0.22 g, 1.0 mmol), 2-[5-(tert-butyldimethylsilanyloxy)-4-oxopentyl]isoindole-1, 3-dione (0.38 g, 1.05 mmol), potassium thiocyanate (0.11 g, 1.10 mmol), water (0.18 g, 1.0 mmol) and acetic acid (0.3 mL, 5.0 mmol) in ethyl acetate (3 mL) was refluxed for 7 hours, cooled to room temperature, washed by sodium bicarbonate solution, dried over anhydrous magnesium sulphate and evaporated in vacuo. The residue w... RXN SMILES: [ClH:1].[F:2][C:3]1[CH:12]=[C:11]([F:13])[CH:10]=[C:9]2[C:4]=1[CH2:5][CH2:6][C@H:7]([NH2:14])[CH2:8]2.[Si](O[CH2:23][C:24](=O)[CH2:25][CH2:26][CH2:27][N:28]1C(=O)C2C(=CC=CC=2)C1=O)(C(C)(C)C)(C)C.[S-:40][C:41]#[N:42].[K+].C(O)(=O)C.[BH4-].[Na+]>C(OCC)(=O)C.O>[ClH:1].[NH2:28][CH2:27][CH2:26][CH2:25][C:24]1[N:14]([C@H:7]2[CH2:6][CH2:5][C:4]3[C:9](=[CH:10][C:11]([F:13])=[CH:12][C:3]=3[F:2])[CH2:8]2)[C:41](=[S:40])[NH:42][CH:23]=1 |f:0.1,3.4,6.7,10.11|. The reactants are [BH4-].[Na+] (sodium borohydride), Cl.FC1=C2CC[C@@H](CC2=CC(=C1)F)N ((S)-5,7-difluoro-1,2,3,4-tetrahydronaphthalen-2-yl amine hydrochloride), [Si](C)(C)(C(C)(C)C)OCC(CCCN1C(C2=CC=CC=C2C1=O)=O)=O (2-[5-(tert-butyldimethylsilanyloxy)-4-oxopentyl]isoindole-1, 3-dione), [S-]C#N.[K+] (potassium thiocyanate), C(C)(=O)O (acetic acid), C(C)(=O)O (Acetic acid). Reactants: CC(C)(CO)NC(=O)c1ccc(OCc2ccccc2)cc1, ClC(Cl)Cl, O=S(Cl)Cl. Yields the product CC1(C)COC(c2ccc(OCc3ccccc3)cc2)=N1. Reaction SMILES: [CH2:5]([c:6]1[cH:7][cH:8][cH:9][cH:10][cH:11]1)[O:12][c:13]1[cH:14][cH:15][c:16]([C:17](=[O:18])[NH:19][C:20]([CH2:21][OH:22])([CH3:23])[CH3:24])[cH:25][cH:26]1.[CH:27]([Cl:28])([Cl:29])[Cl:30].[S:1]([Cl:2])([Cl:3])=[O:4]>>[CH2:5]([c:6]1[cH:7][cH:8][cH:9][cH:10][cH:11]1)[O:12][c:13]1[cH:14][cH:15][c:16]([C:17]2=[N:19][C:20]([CH3:23])([CH3:24])[CH2:21][O:22]2)[cH:25][cH:26]1. Reactants: CC1=CC=C(C=C1)S(=O)(=O)N1C(N(C2=C1C=CC=C2[N+](=O)[O-])CC(=O)OC)=O (Methyl {3-[(4-methylphenyl)sulfonyl]-7-nitro-2-oxo-2,3-dihydro-1H-benzimidazol-1-yl}acetate). Reagents/catalysts: [Pd] (Pd/C). The product is CC1=CC=C(C=C1)S(=O)(=O)N1C(N2CC(NC=3C=CC=C1C23)=O)=O (1-[(4-Methylphenyl)sulfonyl]-4H-imidazo[1,5,4-de]quinoxaline-2,5(1H,6H)-dione). Reaction conditions: temperature 80 celsius, time 4 hour. RXN SMILES: [CH3:1][C:2]1[CH:7]=[CH:6][C:5]([S:8]([N:11]2[C:15]3[CH:16]=[CH:17][CH:18]=[C:19]([N+:20]([O-])=O)[C:14]=3[N:13]([CH2:23][C:24](OC)=[O:25])[C:12]2=[O:28])(=[O:10])=[O:9])=[CH:4][CH:3]=1>CCOC(C)=O.[Pd]>[CH3:1][C:2]1[CH:7]=[CH:6][C:5]([S:8]([N:11]2[C:15]3[C:14]4[N:13]([CH2:23][C:24](=[O:25])[NH:20][C:19]=4[CH:18]=[CH:17][CH:16]=3)[C:12]2=[O:28])(=[O:9])=[O:10])=[CH:4][CH:3]=1. Procedure details: A mixture of methyl {3-[(4-methylphenyl)sulfonyl]-7-nitro-2-oxo-2,3-dihydro-1H-benzimidazol-1-yl}acetate from Step C (1.00 g, 2.47 mmol) and 10% Pd/C (100 mg) was stirred vigorously in EtOAc (100 mL) under an atmosphere of hydrogen (ca. 1 atm). After 4 h, the mixture was filtered through a pad of Celite, washing with EtOAc (300 mL). To the filtrate was added AcOH (2 mL) and this solution was heated at 80° C. for 1 h, then concentrated in vacuo to give the title compound. MS: m/z=344 (M+1). Solvent: CCOC(=O)C (EtOAc). Reactants: Cn1c(Nc2ccnc(S(C)=O)n2)nc(-c2ccccc2)cc1=O, CCOC(C)=O, CN1CCCC1=O, CC(N)Cc1cccc(CO)c1. The product is CC(Cc1cccc(CO)c1)Nc1nccc(Nc2nc(-c3ccccc3)cc(=O)n2C)n1. Reaction SMILES: [CH3:13][S:14](=[O:15])[c:16]1[n:17][cH:18][cH:19][c:20]([NH:22][c:23]2[n:24][c:25](-[c:31]3[cH:32][cH:33][cH:34][cH:35][cH:36]3)[cH:26][c:27](=[O:30])[n:28]2[CH3:29])[n:21]1.[CH3:37][CH2:38][O:39][C:40]([CH3:41])=[O:42].[CH3:43][N:44]1[CH2:45][CH2:46][CH2:47][C:48]1=[O:49].[NH2:1][CH:2]([CH2:3][c:4]1[cH:5][c:6]([CH2:10][OH:11])[cH:7][cH:8][cH:9]1)[CH3:12]>>[NH:1]([CH:2]([CH2:3][c:4]1[cH:5][c:6]([CH2:10][OH:11])[cH:7][cH:8][cH:9]1)[CH3:12])[c:16]1[n:17][cH:18][cH:19][c:20]([NH:22][c:23]2[n:24][c:25](-[c:31]3[cH:32][cH:33][cH:34][cH:35][cH:36]3)[cH:26][c:27](=[O:30])[n:28]2[CH3:29])[n:21]1. Reactants: N(=[N+]=[N-])CC1OC2=C(C1)C=CC(=C2C2=C(C=CC=C2)Cl)F ((±)-2-(azidomethyl)-7-(2-chlorophenyl)-6-fluoro-2,3-dihydro-1-benzofuran), hydrochloride salt, C1(=CC=CC=C1)P(C1=CC=CC=C1)C1=CC=CC=C1 (triphenylphosphine). Run in O1CCCC1 (tetrahydrofuran). Yields the product FC1=C(C2=C(CC(O2)CN)C=C1)C1=C(C=CC=C1)Cl ((±)-{[6-fluoro-7-(2-chlorophenyl)-2,3-dihydro-1-benzofuran-2-yl]methyl}amine). Isolated yield 53.2%. As a reaction SMILES: [N:1]([CH2:4][CH:5]1[CH2:9][C:8]2[CH:10]=[CH:11][C:12]([F:21])=[C:13]([C:14]3[CH:19]=[CH:18][CH:17]=[CH:16][C:15]=3[Cl:20])[C:7]=2[O:6]1)=[N+]=[N-].C1(P(C2C=CC=CC=2)C2C=CC=CC=2)C=CC=CC=1>O1CCCC1>[F:21][C:12]1[CH:11]=[CH:10][C:8]2[CH2:9][CH:5]([CH2:4][NH2:1])[O:6][C:7]=2[C:13]=1[C:14]1[CH:19]=[CH:18][CH:17]=[CH:16][C:15]=1[Cl:20]. Procedure: Treatment of 1-bromo-2-chlorobenzene (5.63 g, 29.4 mmol) with (2-fluoro-6-methyoxyphenyl)boronic acid (5.0 g, 29.42 mol) generally according to the procedure described for Intermediate 37 afforded 2.0 g (29%) of 6-fluoro-2′-chlorobiphenyl-2-yl methyl ether. Treatment of 6-fluoro-2′-chlorobiphenyl-2-yl methyl ether with hydrogen bromide (50 mL, 30 wt. % in acetic acid) generally according to the procedure described for Example 395 afforded a brown oil. The oil was reacted with sodium hydride (0.3...